From a dataset of the Open Reaction Database (ORD), a public repository of structured organic reaction records. describe an organic reaction: reactants, conditions, products, and yield Reactants: O=C(C1CC1)N1CCC(Cc2n[nH]c(=O)n2-c2ccc(Br)cc2)C1, CCO, [K+], [K+], [K+], O, O=P([O-])([O-])[O-], c1ccc(P(c2ccccc2)(c2ccccc2)[Pd](P(c2ccccc2)(c2ccccc2)c2ccccc2)(P(c2ccccc2)(c2ccccc2)c2ccccc2)P(c2ccccc2)(c2ccccc2)c2ccccc2)cc1, OB(O)c1ccn2ccnc2c1. The product is O=C(C1CC1)N1CCC(Cc2n[nH]c(=O)n2-c2ccc(-c3ccn4ccnc4c3)cc2)C1. RXN SMILES: [Br:1][c:2]1[cH:3][cH:4][c:5](-[n:8]2[c:9](=[O:24])[nH:10][n:11][c:12]2[CH2:13][CH:14]2[CH2:15][N:16]([C:19](=[O:20])[CH:21]3[CH2:22][CH2:23]3)[CH2:17][CH2:18]2)[cH:6][cH:7]1.[CH3:45][CH2:46][OH:47].[K+:42].[K+:43].[K+:44].[OH2:48].[P:37]([O-:38])([O-:39])([O-:40])=[O:41].[cH:49]1[cH:50][cH:51][c:52]([P:53]([Pd:54]([P:55]([c:56]2[cH:57][cH:58][cH:59][cH:60][cH:61]2)([c:62]2[cH:63][cH:64][cH:65][cH:66][cH:67]2)[c:68]2[cH:69][cH:70][cH:71][cH:72][cH:73]2)([P:74]([c:75]2[cH:76][cH:77][cH:78][cH:79][cH:80]2)([c:81]2[cH:82][cH:83][cH:84][cH:85][cH:86]2)[c:87]2[cH:88][cH:89][cH:90][cH:91][cH:92]2)[P:93]([c:94]2[cH:95][cH:96][cH:97][cH:98][cH:99]2)([c:100]2[cH:101][cH:102][cH:103][cH:104][cH:105]2)[c:106]2[cH:107][cH:108][cH:109][cH:110][cH:111]2)([c:112]2[cH:113][cH:114][cH:115][cH:116][cH:117]2)[c:118]2[cH:119][cH:120][cH:121][cH:122][cH:123]2)[cH:124][cH:125]1.[n:25]1[cH:26][cH:27][n:28]2[c:29]1[cH:30][c:31]([B:34]([OH:35])[OH:36])[cH:32][cH:33]2>>[c:2]1(-[c:31]2[cH:30][c:29]3[n:25][cH:26][cH:27][n:28]3[cH:33][cH:32]2)[cH:3][cH:4][c:5](-[n:8]2[c:9](=[O:24])[nH:10][n:11][c:12]2[CH2:13][CH:14]2[CH2:15][N:16]([C:19](=[O:20])[CH:21]3[CH2:22][CH2:23]3)[CH2:17][CH2:18]2)[cH:6][cH:7]1.